From a dataset of the Open Reaction Database (ORD), a public repository of structured organic reaction records. describe an organic reaction: reactants, conditions, products, and yield Reactants: C(C)(CC)[BH-](C(C)CC)C(C)CC.[Li+] (lithium tri-secondarybutylborohydride), OO (hydrogen peroxide), C1(=CC=CC=C1)C1CNCCC1=O (3-phenyl-4-piperidone), [OH-].[Na+] (NaOH). The solvent is C1CCOC1 (THF), CCOCC (ether), C1CCOC1 (THF). Run at time 18 hour. Product: C1(=CC=CC=C1)[C@@H]1CNCC[C@@H]1O (cis-3-phenyl-4-piperidinol). Reaction SMILES: [C:1]1([CH:7]2[C:12](=[O:13])[CH2:11][CH2:10][NH:9][CH2:8]2)[CH:6]=[CH:5][CH:4]=[CH:3][CH:2]=1.C([BH-](C(CC)C)C(CC)C)(CC)C.[Li+].[OH-].[Na+].OO>C1COCC1.CCOCC>[C:1]1([C@H:7]2[C@@H:12]([OH:13])[CH2:11][CH2:10][NH:9][CH2:8]2)[CH:2]=[CH:3][CH:4]=[CH:5][CH:6]=1 |f:1.2,3.4|. Reported procedure: A solution of 1.75 g of the free base 3-phenyl-4-piperidone of Example 50c, above, in 10 ml of dry THF is cooled to 5° C. and treated dropwise with 15 ml of lithium tri-secondarybutylborohydride in THF over a ten minute period under nitrogen. After the addition the mixture is stirred 18 hours at room temperature, then cooled to 0°-10° C. during dropwise addition of 10 ml of 10% aqueous NaOH solution. This is followed by addition of 7 ml of 30% aqueous hydrogen peroxide solution added at a rate s... The reactants are C(C)(=O)NCCCCCC(=O)O (ε-N-acetylaminocaproic acid), C1(=CC=CC=C1)C(C(=O)OC)C (methyl phenylpropionate), C1=CC=CC=C1 (benzene), S(=O)(Cl)Cl (thionyl chloride), [Cl-].[Al+3].[Cl-].[Cl-] (aluminum chloride). Solvent: C(=S)=S (carbon disulfide), C(=S)=S (carbon disulfide). The product is C(C)(=O)NCCCCCC(=O)C1=CC=C(C=C1)CCC(=O)OC (methyl 3-[p-(ε-N-acetylaminocaproyl)phenyl]-propionate). Reaction SMILES: [C:1]([NH:4][CH2:5][CH2:6][CH2:7][CH2:8][CH2:9][C:10]([OH:12])=O)(=[O:3])[CH3:2].S(Cl)(Cl)=O.[Cl-].[Al+3].[Cl-].[Cl-].[C:21]1([CH:27](C)[C:28]([O:30][CH3:31])=[O:29])C=CC=CC=1.[CH:33]1[CH:38]=[CH:37][CH:36]=[CH:35][CH:34]=1>C(=S)=S>[C:1]([NH:4][CH2:5][CH2:6][CH2:7][CH2:8][CH2:9][C:10]([C:33]1[CH:38]=[CH:37][C:36]([CH2:21][CH2:27][C:28]([O:30][CH3:31])=[O:29])=[CH:35][CH:34]=1)=[O:12])(=[O:3])[CH3:2] |f:2.3.4.5|. Reported procedure: Eight hundred milligrams of ε-N-acetylaminocaproyl chloride obtained by reacting ε-N-acetylaminocaproic acid with thionyl chloride in benzene was suspended in 20 ml of carbon disulfide. With vigorous stirring under ice cooling, 1.3 g of aluminum chloride was added. A solution of 550 mg of methyl phenylpropionate in 5 ml of carbon disulfide was added, and the mixture was stirred for 4 hours under reflux. After the reaction, the carbon disulfide layer was separated by decantation. A small amount o...